From a dataset of the Open Reaction Database (ORD), a public repository of structured organic reaction records. describe an organic reaction: reactants, conditions, products, and yield The product is COC(=O)C=1SC(=CC1)CCCCO (5-(4-Hydroxy-butyl)-thiophene-2-carboxylic acid methyl ester). Conditions: time 4 hour. The solvent is CO (MeOH). The yield is 95.0%. Starting materials: COC(=O)C=1SC(=CC1)C#CCCO (5-(4-Hydroxy-but-1-ynyl)-thiophene-2-carboxylic acid methyl ester). Procedure: To a Parr flask were added 2 (1.17 g, 5.6 mmol), 10% palladium on activated carbon (600 mg), and MeOH (100 mL). Hydrogenation was carried out at 55 psi of H2 for 4 h. The reaction mixture was filtered through Celite, washed with MeOH (100 mL) and concentrated under reduced pressure to give 1.14 g of 3 as yellow oil. 1H NMR (DMSO-d6): δ 1.41-1.48 (m, 2H), 1.61-1.68 (m, 2H), 2.81-2.85 (t, J=7.2 Hz, 2H), 3.37-3.42 (m, 2H), 3.77 (s, 3H), 4.40-4.43 (t, J=5.2 Hz, 1H), 6.94-6.95 (d, J=3.6 Hz, 1H), 7.63... Reaction SMILES: [CH3:1][O:2][C:3]([C:5]1[S:6][C:7]([C:10]#[C:11][CH2:12][CH2:13][OH:14])=[CH:8][CH:9]=1)=[O:4]>[Pd].CO>[CH3:1][O:2][C:3]([C:5]1[S:6][C:7]([CH2:10][CH2:11][CH2:12][CH2:13][OH:14])=[CH:8][CH:9]=1)=[O:4]. Reagents/catalysts: [Pd] (palladium on activated carbon).